This data is from the Open Reaction Database (ORD), a public repository of structured organic reaction records. The task is: describe an organic reaction: reactants, conditions, products, and yield Reactants: CC(C)(C)OC(=O)CC(NC(=O)CCCCCCCCCCNC(=O)OC(C)(C)C)C(O)COc1c(F)c(F)cc(F)c1F, ClCCl, [Na+], O=C([O-])O. Product: CC(C)(C)OC(=O)CC(NC(=O)CCCCCCCCCCNC(=O)OC(C)(C)C)C(=O)COc1c(F)c(F)cc(F)c1F. RXN SMILES: [C:1]([CH3:2])([CH3:3])([CH3:4])[O:5][C:6]([CH2:7][CH:8]([CH:9]([CH2:10][O:11][c:12]1[c:13]([F:21])[c:14]([F:20])[cH:15][c:16]([F:19])[c:17]1[F:18])[OH:22])[NH:23][C:24]([CH2:25][CH2:26][CH2:27][CH2:28][CH2:29][CH2:30][CH2:31][CH2:32][CH2:33][CH2:34][NH:35][C:36](=[O:37])[O:38][C:39]([CH3:40])([CH3:41])[CH3:42])=[O:43])=[O:44].[Cl:50][CH2:51][Cl:52].[Na+:49].[O-:45][C:46]([OH:47])=[O:48]>>[C:1]([CH3:2])([CH3:3])([CH3:4])[O:5][C:6]([CH2:7][CH:8]([C:9]([CH2:10][O:11][c:12]1[c:13]([F:21])[c:14]([F:20])[cH:15][c:16]([F:19])[c:17]1[F:18])=[O:22])[NH:23][C:24]([CH2:25][CH2:26][CH2:27][CH2:28][CH2:29][CH2:30][CH2:31][CH2:32][CH2:33][CH2:34][NH:35][C:36](=[O:37])[O:38][C:39]([CH3:40])([CH3:41])[CH3:42])=[O:43])=[O:44]. Reaction SMILES: [CH3:1][O:2][C:3]1[CH:4]=[C:5]2[C:10](=[CH:11][C:12]=1[O:13][CH3:14])[CH2:9][N:8]([CH2:15][C:16]([O:18]C)=[O:17])[CH2:7][CH2:6]2.[ClH:20]>O1CCOCC1>[ClH:20].[CH3:1][O:2][C:3]1[CH:4]=[C:5]2[C:10](=[CH:11][C:12]=1[O:13][CH3:14])[CH2:9][N:8]([CH2:15][C:16]([OH:18])=[O:17])[CH2:7][CH2:6]2 |f:3.4|. Procedure: Methyl 2-(6,7-dimethoxy-3,4-dihydroisoquinolin-2(1H)-yl)acetate (2.5 g, 9.42 mmol) was dissolved in dioxane (20 ml), and aqueous 12M HCl (6 ml, 72.0 mmol) was added. The mixture was stirred under reflux for 8 hours, then the volatiles were removed under vacuum and the resulting solid was suspended in CH3CN and recovered by filtration affording the title compound (2.2 g, 7.65 mmol, 81% yield). MS/ESI+ 252.1 [MH]+. Starting materials: COC=1C=C2CCN(CC2=CC1OC)CC(=O)OC (Methyl 2-(6,7-dimethoxy-3,4-dihydroisoquinolin-2(1H)-yl)acetate), Cl (HCl). Yield: 81.2%. Yields the product Cl.COC=1C=C2CCN(CC2=CC1OC)CC(=O)O (2-(6,7-dimethoxy-3,4-dihydroisoquinolin-2(1H)-yl)acetic acid hydrochloride). Run in O1CCOCC1 (dioxane). Starting materials: ClC1=CC2=C(C=3N(CCO2)C=C(N3)C(=O)N)C=N1 (9-chloro-5,6-dihydroimidazo[1,2-d]pyrido[3,4-f][1,4]oxazepine-2-carboxamide), COC(N(C)C)OC (1,1-Dimethoxy-N,N-dimethylmethanamine), C1(=CC=CC=C1)C (Toluene), Cl.C(C)(C)NN (isopropylhydrazine hydrochloride), C(C)(=O)O (Acetic acid). Reaction conditions: temperature 85 celsius. The product is ClC1=CC2=C(C=3N(CCO2)C=C(N3)C3=NC=NN3C(C)C)C=N1 (9-chloro-2-(1-isopropyl-1H-1,2,4-triazol-5-yl)-5,6-dihydroimidazo[1,2-d]pyrido[3,4-f][1,4]oxazepine). RXN SMILES: [Cl:1][C:2]1[N:18]=[CH:17][C:5]2[C:6]3[N:7]([CH:11]=[C:12]([C:14]([NH2:16])=O)[N:13]=3)[CH2:8][CH2:9][O:10][C:4]=2[CH:3]=1.COC(OC)N(C)C.[C:27]1([CH3:33])C=CC=C[CH:28]=1.Cl.[CH:35]([NH:38][NH2:39])(C)C.C(O)(=O)C>>[Cl:1][C:2]1[N:18]=[CH:17][C:5]2[C:6]3[N:7]([CH:11]=[C:12]([C:14]4[N:39]([CH:27]([CH3:33])[CH3:28])[N:38]=[CH:35][N:16]=4)[N:13]=3)[CH2:8][CH2:9][O:10][C:4]=2[CH:3]=1 |f:3.4|. Procedure details: A mixture of [9-chloro-5,6-dihydroimidazo[1,2-d]pyrido[3,4-f][1,4]oxazepine-2-carboxamide (0.520 g, 1.96 mmol) and 1,1-Dimethoxy-N,N-dimethylmethanamine (1.305 mL, 9.824 mmol) in Toluene (28.2 mL, 265 mmol) was heated under reflux for 1 hour. LCMS: no stm, major peak m/z 320.1. After cooling, the intermediate was concentrated. A mixture of the intermediate and isopropylhydrazine hydrochloride (0.4345 g, 3.929 mmol) in Acetic acid (18 mL, 320 mmol) was heated at 85° C. for 3 hours. The mixture wa... The reactants are CO, COC(=O)c1ccc2c(c1)OCC2(C)C, [Na+], [OH-]. Product: CC1(C)COc2cc(C(=O)O)ccc21. Reaction SMILES: [CH3:18][OH:19].[CH3:1][C:2]1([CH3:15])[CH2:3][O:4][c:5]2[c:6]1[cH:7][cH:8][c:9]([C:11](=[O:12])[O:13][CH3:14])[cH:10]2.[Na+:17].[OH-:16]>>[CH3:1][C:2]1([CH3:15])[CH2:3][O:4][c:5]2[c:6]1[cH:7][cH:8][c:9]([C:11](=[O:12])[OH:13])[cH:10]2. Starting materials: CNC(=O)C(NC(=O)C(CC(=O)OCc1ccccc1)c1ccn(-c2ccc(F)cc2)c1)C(C)(C)C, CCO. The product is CNC(=O)C(NC(=O)C(CC(=O)O)c1ccn(-c2ccc(F)cc2)c1)C(C)(C)C. Reaction SMILES: [CH2:1]([c:2]1[cH:3][cH:4][cH:5][cH:6][cH:7]1)[O:8][C:9]([CH2:10][CH:11]([C:12](=[O:13])[NH:14][CH:15]([C:16]([CH3:17])([CH3:18])[CH3:19])[C:20]([NH:21][CH3:22])=[O:23])[c:24]1[cH:25][n:26](-[c:29]2[cH:30][cH:31][c:32]([F:35])[cH:33][cH:34]2)[cH:27][cH:28]1)=[O:36].[CH3:37][CH2:38][OH:39]>>[O:8]=[C:9]([CH2:10][CH:11]([C:12](=[O:13])[NH:14][CH:15]([C:16]([CH3:17])([CH3:18])[CH3:19])[C:20]([NH:21][CH3:22])=[O:23])[c:24]1[cH:25][n:26](-[c:29]2[cH:30][cH:31][c:32]([F:35])[cH:33][cH:34]2)[cH:27][cH:28]1)[OH:36]. The reactants are ClC=1C(=C(C=CC1)C1NCC(C1(C#N)C1=C(C=C(C=C1)Cl)F)CC(C)(C)C)F (rac-(2S,3S,4S)-2-(3-chloro-2-fluoro-phenyl)-3-(4-chloro-2-fluoro-phenyl)-4-(2,2-dimethyl-propyl)-pyrrolidine-3-carbonitrile), COC(C1=CC=C(C=C1)C(=O)Cl)=O (4-chlorocarbonyl-benzoic acid methyl ester), CCN(C(C)C)C(C)C (iPr2NEt). The solvent is C(Cl)Cl (CH2Cl2), C(Cl)Cl (CH2Cl2). Run at time 8 hour. Yields the product COC(C1=CC=C(C=C1)C(=O)N1[C@@H]([C@@]([C@@H](C1)CC(C)(C)C)(C#N)C1=C(C=C(C=C1)Cl)F)C1=C(C(=CC=C1)Cl)F)=O (rac-4-[(2S,3S,4S)-2-(3-chloro-2-fluoro-phenyl)-3-(4-chloro-2-fluoro-phenyl)-3-cyano-4-(2,2-dimethyl-propyl)-pyrrolidine-1-carbonyl]-benzoic acid methyl ester). The yield is 98.0%. Reaction SMILES: [Cl:1][C:2]1[C:3]([F:28])=[C:4]([CH:8]2[C:12]([C:15]3[CH:20]=[CH:19][C:18]([Cl:21])=[CH:17][C:16]=3[F:22])([C:13]#[N:14])[CH:11]([CH2:23][C:24]([CH3:27])([CH3:26])[CH3:25])[CH2:10][NH:9]2)[CH:5]=[CH:6][CH:7]=1.[CH3:29][O:30][C:31](=[O:41])[C:32]1[CH:37]=[CH:36][C:35]([C:38](Cl)=[O:39])=[CH:34][CH:33]=1.CCN(C(C)C)C(C)C>C(Cl)Cl>[CH3:29][O:30][C:31](=[O:41])[C:32]1[CH:37]=[CH:36][C:35]([C:38]([N:9]2[CH2:10][C@@H:11]([CH2:23][C:24]([CH3:25])([CH3:27])[CH3:26])[C@@:12]([C:15]3[CH:20]=[CH:19][C:18]([Cl:21])=[CH:17][C:16]=3[F:22])([C:13]#[N:14])[C@H:8]2[C:4]2[CH:5]=[CH:6][CH:7]=[C:2]([Cl:1])[C:3]=2[F:28])=[O:39])=[CH:34][CH:33]=1. Reported procedure: A mixture of rac-(2S,3S,4S)-2-(3-chloro-2-fluoro-phenyl)-3-(4-chloro-2-fluoro-phenyl)-4-(2,2-dimethyl-propyl)-pyrrolidine-3-carbonitrile (100.0 mg, 0.23 mmol), 4-chlorocarbonyl-benzoic acid methyl ester (60.0 mg, 0.30 mmol), iPr2NEt (0.12 mL, 0.69 mmol) in CH2Cl2 (5 mL) was stirred at rt overnight. The mixture was then diluted with CH2Cl2 and washed with water, brine. The organic phase was separated, filtered and dried over Na2SO4. The mixture was then concentrated and the residue was purified b... Starting materials: CCOC(=O)c1cc(C(C)(C)C)nn1C(C)C, C1CCOC1, [Li+], [OH-], O. Product: CC(C)n1nc(C(C)(C)C)cc1C(=O)O. Reaction SMILES: [C:3]([CH3:4])([CH3:5])([CH3:6])[c:7]1[n:8][n:9]([CH:17]([CH3:18])[CH3:19])[c:10]([C:12](=[O:13])[O:14][CH2:15][CH3:16])[cH:11]1.[CH2:21]1[O:22][CH2:23][CH2:24][CH2:25]1.[Li+:2].[OH-:1].[OH2:20]>>[C:3]([CH3:4])([CH3:5])([CH3:6])[c:7]1[n:8][n:9]([CH:17]([CH3:18])[CH3:19])[c:10]([C:12](=[O:13])[OH:14])[cH:11]1.